Dataset: the Open Reaction Database (ORD), a public repository of structured organic reaction records. Task: describe an organic reaction: reactants, conditions, products, and yield Procedure details: To a solution of N-hydroxyphthalimide (2.0 g) and 1,3-dibromopropane (2.49 ml) in 50 ml of dry CH3CN was added diisopropylethylamine (4.27 ml). The mixture was stirred at room temperature. After 4 hours the volatiles were removed in vacuo. The residue was triturated with Et2O to provide 2.53 g of while solid, homogeneous by TLC. Run in CC#N (CH3CN). Product: BrCCCON1C(C=2C(C1=O)=CC=CC2)=O (N-(3-Bromopropyloxy)phthalimide). Reaction SMILES: [OH:1][N:2]1[C:6](=[O:7])[C:5]2=[CH:8][CH:9]=[CH:10][CH:11]=[C:4]2[C:3]1=[O:12].[Br:13][CH2:14][CH2:15][CH2:16]Br.C(N(C(C)C)CC)(C)C>CC#N>[Br:13][CH2:14][CH2:15][CH2:16][O:1][N:2]1[C:3](=[O:12])[C:4]2=[CH:11][CH:10]=[CH:9][CH:8]=[C:5]2[C:6]1=[O:7]. Reactants: ON1C(C=2C(C1=O)=CC=CC2)=O (N-hydroxyphthalimide), BrCCCBr (1,3-dibromopropane), C(C)(C)N(CC)C(C)C (diisopropylethylamine). The reactants are CC(C)(C)OC(=O)CBr, CN(C)CCO, [H-], [Na+], C1CCOC1. Product: CN(C)CCOCC(=O)OC(C)(C)C. As a reaction SMILES: [Br:9][CH2:10][C:11](=[O:12])[O:13][C:14]([CH3:15])([CH3:16])[CH3:17].[CH3:1][N:2]([CH3:3])[CH2:4][CH2:5][OH:6].[H-:7].[Na+:8].[O:18]1[CH2:19][CH2:20][CH2:21][CH2:22]1>>[CH3:1][N:2]([CH3:3])[CH2:4][CH2:5][O:6][CH2:10][C:11](=[O:12])[O:13][C:14]([CH3:15])([CH3:16])[CH3:17].